This data is from the Open Reaction Database (ORD), a public repository of structured organic reaction records. The task is: describe an organic reaction: reactants, conditions, products, and yield Starting materials: NCC1CN(Cc2ccccc2)CCO1, Cc1oc(-c2ccccc2)nc1CC(=O)O, CCN=C=NCCCN(C)C, CN(C)C=O, CCN(C(C)C)C(C)C, Cl, On1nnc2ccccc21. Yields the product Cc1oc(-c2ccccc2)nc1CC(=O)NCC1CN(Cc2ccccc2)CCO1. RXN SMILES: [CH2:48]([c:49]1[cH:50][cH:51][cH:52][cH:53][cH:54]1)[N:55]1[CH2:56][CH:57]([CH2:61][NH2:62])[O:58][CH2:59][CH2:60]1.[CH3:1][c:2]1[c:3]([CH2:13][C:14](=[O:15])[OH:16])[n:4][c:5](-[c:7]2[cH:8][cH:9][cH:10][cH:11][cH:12]2)[o:6]1.[CH3:37][N:38]([CH3:39])[CH2:40][CH2:41][CH2:42][N:43]=[C:44]=[N:45][CH2:46][CH3:47].[CH3:63][N:64]([CH3:65])[CH:66]=[O:67].[CH:27]([N:28]([CH2:29][CH3:30])[CH:31]([CH3:32])[CH3:33])([CH3:34])[CH3:35].[ClH:36].[OH:17][n:18]1[c:19]2[cH:20][cH:21][cH:22][cH:23][c:24]2[n:25][n:26]1>>[CH3:1][c:2]1[c:3]([CH2:13][C:14](=[O:16])[NH:62][CH2:61][CH:57]2[CH2:56][N:55]([CH2:48][c:49]3[cH:50][cH:51][cH:52][cH:53][cH:54]3)[CH2:60][CH2:59][O:58]2)[n:4][c:5](-[c:7]2[cH:8][cH:9][cH:10][cH:11][cH:12]2)[o:6]1. Starting materials: Cl (hydrochloric acid), S1C=CC2=C1C=CC=C2 (benzothiophene), C(CCC)[Li] (Butyllithium), CN(CCN(C)C)C (N,N,N',N'-tetramethylethylenediamine), CN(CCN(C)C)C (N,N,N',N'-tetramethylethylenediamine), C(CCC)[Li] (butyllithium), CN(C=O)C (N,N-dimethylformamide). The solvent is CCCCCC (hexane), C(C)(=O)OCC (ethyl acetate), O1CCCC1 (tetrahydrofuran), O1CCCC1 (tetrahydrofuran). Run at time 13 hour. Product: S1C2=C(C=C1C=O)C=CC=C2 (Benzo[b]Thiophene-2-Carboxaldehyde). Yield: 68.9%. As a reaction SMILES: C([Li])CCC.CN(C)CCN(C)C.[S:14]1[C:18]2[CH:19]=[CH:20][CH:21]=[CH:22][C:17]=2[CH:16]=[CH:15]1.CN(C)[CH:25]=[O:26].Cl>O1CCCC1.CCCCCC.C(OCC)(=O)C>[S:14]1[C:15]([CH:25]=[O:26])=[CH:16][C:17]2[CH:22]=[CH:21][CH:20]=[CH:19][C:18]1=2. Procedure details: Butyllithium (54 mL, 134 mmol) is added dropwise to a solution of N,N,N',N'-tetramethylethylenediamine (15.57 g, 134 mmol) in tetrahydrofuran under nitrogen at 0° C. The reaction mixture is treated dropwise with a solution of benzothiophene (15.00 g, 112 mmol) in tetrahydrofuran, warmed to room temperature, treated with additional N,N,N',N'-tetramethylethylenediamine (15.57 g, 134 mmol) and butyllithium (54 mL, 134 mmol), stirred at room temperature for 13 hours, cooled to 0° C. treated with N,N... Starting materials: CC1=C(C(=CC=C1)C)NC(CN1CCNCC1)=O (N-(2,6-dimethylphenyl)-2-piperazinylacetamide), COC1=C(C=CC=C1)CC(C=C)=O (1-(2-methoxyphenyl)but-3-en-2-one), ( 12 ). The solvent is C(C)O (ethanol). Product: CC1=C(C(=CC=C1)C)NC(CN1CCN(CC1)CCC(CC1=C(C=CC=C1)OC)=O)=O (N-(2,6-dimethylphenyl)-2-{4-[4-(2-methoxyphenyl)-3-oxobutyl]piperazin-1-yl}acetamide). RXN SMILES: [CH3:1][C:2]1[CH:7]=[CH:6][CH:5]=[C:4]([CH3:8])[C:3]=1[NH:9][C:10](=[O:18])[CH2:11][N:12]1[CH2:17][CH2:16][NH:15][CH2:14][CH2:13]1.[CH3:19][O:20][C:21]1[CH:26]=[CH:25][CH:24]=[CH:23][C:22]=1[CH2:27][C:28](=[O:31])[CH:29]=[CH2:30]>C(O)C>[CH3:8][C:4]1[CH:5]=[CH:6][CH:7]=[C:2]([CH3:1])[C:3]=1[NH:9][C:10](=[O:18])[CH2:11][N:12]1[CH2:13][CH2:14][N:15]([CH2:30][CH2:29][C:28](=[O:31])[CH2:27][C:22]2[CH:23]=[CH:24][CH:25]=[CH:26][C:21]=2[O:20][CH3:19])[CH2:16][CH2:17]1. Procedure details: A mixture of N-(2,6-dimethylphenyl)-2-piperazinylacetamide (100 mg, 0.4 mmol) and 1-(2-methoxyphenyl)but-3-en-2-one (100 mg, 0.56 mmol), a compound of formula (12), in ethanol (2 mL) was heated at reflux for 16 hours. Ethanol was removed under reduced pressure and the residue was purified by preparative TLC, using 10% methanol in dichloromethane as mobile phase, to afford N-(2,6-dimethylphenyl)-2-{4-[4-(2-methoxyphenyl)-3-oxobutyl]piperazin-1-yl}acetamide, a compound of formula (13). The reactants are C(C)(C)(C)N(CC(=O)OCC)NC1=NC(=NC=C1F)C1=CNC2=NC=C(C=C21)C(F)(F)F (ethyl 2-[tert-butyl-[[5-fluoro-2-[5-(trifluoromethyl)-1H-pyrrolo[2,3-b]pyridin-3-yl]pyrimidin-4-yl]amino]amino]acetate), C(C)(C)(C)N(NC1=NC(=NC=C1F)C1=CNC2=NC=C(C=C21)C(F)(F)F)CC(=O)OCC (ethyl 2-(1-(tert-butyl)-2-(5-fluoro-2-(5-(trifluoromethyl)-1H-pyrrolo[2,3-b]pyridin-3-yl)pyrimidin-4-yl)hydrazinyl)acetate), O.[OH-].[Li+] (lithium hydroxide hydrate). Run in C1CCOC1 (THF), O (H2O). Run at time 8 hour. The product is C(C)(C)(C)N(NC1=NC(=NC=C1F)C1=CNC2=NC=C(C=C21)C(F)(F)F)CC(=O)O (2-(1-(tert-butyl)-2-(5-fluoro-2-(5-(trifluoromethyl)-1H-pyrrolo[2,3-b]pyridin-3-yl)pyrimidin-4-yl)hydrazinyl)acetic acid). RXN SMILES: [C:1]([N:5]([NH:12][C:13]1[C:18]([F:19])=[CH:17][N:16]=[C:15]([C:20]2[C:28]3[C:23](=[N:24][CH:25]=[C:26]([C:29]([F:32])([F:31])[F:30])[CH:27]=3)[NH:22][CH:21]=2)[N:14]=1)[CH2:6][C:7]([O:9]CC)=[O:8])([CH3:4])([CH3:3])[CH3:2].O.[OH-].[Li+]>C1COCC1.O>[C:1]([N:5]([CH2:6][C:7]([OH:9])=[O:8])[NH:12][C:13]1[C:18]([F:19])=[CH:17][N:16]=[C:15]([C:20]2[C:28]3[C:23](=[N:24][CH:25]=[C:26]([C:29]([F:32])([F:30])[F:31])[CH:27]=3)[NH:22][CH:21]=2)[N:14]=1)([CH3:4])([CH3:2])[CH3:3] |f:1.2.3|. Procedure: To a solution of ethyl 2-[tert-butyl-[[5-fluoro-2-[5-(trifluoromethyl)-1H-pyrrolo[2,3-b]pyridin-3-yl]pyrimidin-4-yl]amino]amino]acetate, 155a, (0.200 g, 0.440 mmol) in THF (40 mL) was added a solution of lithium hydroxide hydrate (0.074 g, 1.760 mmol) in H2O (4 mL). The reaction mixture was stirred at room temperature overnight. The reaction mixture concentrated in vacuo to remove the THF. The remaining aqueous phase was diluted to 8 mL and the solution was used directly in a preparatory HPLC. T...